describe an organic reaction: reactants, conditions, products, and yield From a dataset of the Open Reaction Database (ORD), a public repository of structured organic reaction records. The reactants are CCS, ClCCl, CCOC(=O)CN(CC(C)C)S(=O)(=O)c1ccc(OC)cc1. Product: CCOC(=O)CN(CC(C)C)S(=O)(=O)c1ccc(O)cc1. As a reaction SMILES: [CH2:1]([SH:2])[CH3:3].[CH2:26]([Cl:27])[Cl:28].[CH3:4][O:5][c:6]1[cH:7][cH:8][c:9]([S:12](=[O:13])(=[O:14])[N:15]([CH2:16][C:17](=[O:18])[O:19][CH2:20][CH3:21])[CH2:22][CH:23]([CH3:24])[CH3:25])[cH:10][cH:11]1>>[OH:5][c:6]1[cH:7][cH:8][c:9]([S:12](=[O:13])(=[O:14])[N:15]([CH2:16][C:17](=[O:18])[O:19][CH2:20][CH3:21])[CH2:22][CH:23]([CH3:24])[CH3:25])[cH:10][cH:11]1. The reactants are C1(=CC=CC=C1)C1=CC=C(CN2C(=NC=3C2=NC=CC3)COC3=CC=C(CC2C(N(C(S2)=O)C(C2=CC=CC=C2)(C2=CC=CC=C2)C2=CC=CC=C2)=O)C=C3)C=C1 (5-(4-{3-(4-phenyl-benzyl)imidazo[5,4-b]pyridin-2-ylmethoxy}benzyl)-3-triphenylmethylthiazolidine-2,4-dione), C(C)(=O)O (acetic acid). Solvent: O (water). The product is C1(=CC=CC=C1)C1=CC=C(CN2C(=NC=3C2=NC=CC3)COC3=CC=C(CC2C(NC(S2)=O)=O)C=C3)C=C1 (5-(4-{3-(4-Phenylbenzyl)imidazo[5,4-b]pyridin-2-yl-methoxy}benzyl)thiazolidine-2,4-dione). RXN SMILES: [C:1]1([C:7]2[CH:57]=[CH:56][C:10]([CH2:11][N:12]3[C:16]4=[N:17][CH:18]=[CH:19][CH:20]=[C:15]4[N:14]=[C:13]3[CH2:21][O:22][C:23]3[CH:55]=[CH:54][C:26]([CH2:27][CH:28]4[S:32][C:31](=[O:33])[N:30](C(C5C=CC=CC=5)(C5C=CC=CC=5)C5C=CC=CC=5)[C:29]4=[O:53])=[CH:25][CH:24]=3)=[CH:9][CH:8]=2)[CH:6]=[CH:5][CH:4]=[CH:3][CH:2]=1.C(O)(=O)C>O>[C:1]1([C:7]2[CH:57]=[CH:56][C:10]([CH2:11][N:12]3[C:16]4=[N:17][CH:18]=[CH:19][CH:20]=[C:15]4[N:14]=[C:13]3[CH2:21][O:22][C:23]3[CH:55]=[CH:54][C:26]([CH2:27][CH:28]4[S:32][C:31](=[O:33])[NH:30][C:29]4=[O:53])=[CH:25][CH:24]=3)=[CH:9][CH:8]=2)[CH:2]=[CH:3][CH:4]=[CH:5][CH:6]=1. Procedure details: A procedure similar to that described in Example 12 was repeated, except that 0.9 g of 5-(4-{3-(4-phenyl-benzyl)imidazo[5,4-b]pyridin-2-ylmethoxy}benzyl)-3-triphenylmethylthiazolidine-2,4-dione (prepared as described in Preparation 55) and 36 ml of a 3:1 by volume mixture of acetic acid and water were used, to give the title compound as a crude product. This crude product was purified by column chromatography through silica gel, using a 1:3 by volume mixture of hexane and ethyl acetate as the el... The reactants are O=C1C(NC(N1CC1CCNCC1)=CC(=O)C1=CC=C(C#N)C=C1)(CC1=CC=NC=C1)CC1=CC=NC=C1 (4-[(5-Oxo-1-piperidin-4-ylmethyl-4,4-bis-pyridin-4-ylmethyl-imidazolidin-2-ylidene)-acetyl]-benzonitrile), C1(=CC=CC=C1)S(=O)(=O)Cl (benzenesulfonyl chloride). Yields the product C1(=CC=CC=C1)S(=O)(=O)N1CCC(CC1)CN1C(NC(C1=O)(CC1=CC=NC=C1)CC1=CC=NC=C1)=CC(=O)C1=CC=C(C#N)C=C1 (4-{[1-(1-Benzenesulfonyl-piperidin-4-ylmethyl)-5-oxo-4,4-bis-pyridin-4-ylmethyl-imidazolidin-2-ylidene]-acetyl}benzonitrile). RXN SMILES: [O:1]=[C:2]1[N:6]([CH2:7][CH:8]2[CH2:13][CH2:12][NH:11][CH2:10][CH2:9]2)[C:5](=[CH:14][C:15]([C:17]2[CH:24]=[CH:23][C:20]([C:21]#[N:22])=[CH:19][CH:18]=2)=[O:16])[NH:4][C:3]1([CH2:32][C:33]1[CH:38]=[CH:37][N:36]=[CH:35][CH:34]=1)[CH2:25][C:26]1[CH:31]=[CH:30][N:29]=[CH:28][CH:27]=1.[C:39]1([S:45](Cl)(=[O:47])=[O:46])[CH:44]=[CH:43][CH:42]=[CH:41][CH:40]=1>>[C:39]1([S:45]([N:11]2[CH2:12][CH2:13][CH:8]([CH2:7][N:6]3[C:2](=[O:1])[C:3]([CH2:25][C:26]4[CH:31]=[CH:30][N:29]=[CH:28][CH:27]=4)([CH2:32][C:33]4[CH:38]=[CH:37][N:36]=[CH:35][CH:34]=4)[NH:4][C:5]3=[CH:14][C:15]([C:17]3[CH:18]=[CH:19][C:20]([C:21]#[N:22])=[CH:23][CH:24]=3)=[O:16])[CH2:9][CH2:10]2)(=[O:47])=[O:46])[CH:44]=[CH:43][CH:42]=[CH:41][CH:40]=1. Reported procedure: According to the procedure of Example 13, the title compound of 40B (50 mg, 0.099 mmol) and benzenesulfonyl chloride (0.025 ml, 0.198 mmol) were reacted to generate the title compound as a white solid (25 mg, 0.037 mmol, 37% yield). Run in CO (methanol), O (water). The yield is 826.9%. Procedure: To a solution of ethyl 4-[2-(tert-butoxycarbonylamino)ethylamino]-1,3-dimethyl-pyrazolo[3,4-b]pyridine-5-carboxylate (303 mg, 0.803 mmol) in methanol (30 ml) was added sodium hydroxide (4.02 g, 101 mmol) in water (10 ml) and the resulting mixture was heated at reflux for 1.5 hours. The mixture was allowed to cool to −50° C. after which ammonium chloride (6.07 g, 113 mmol) was added. The mixture was stirred at reflux for 15 minutes after which the solids were filtered off. The solids were washed ... Reaction SMILES: [C:1]([O:5][C:6]([NH:8][CH2:9][CH2:10][NH:11][C:12]1[C:17]([C:18]([O:20]CC)=[O:19])=[CH:16][N:15]=[C:14]2[N:23]([CH3:27])[N:24]=[C:25]([CH3:26])[C:13]=12)=[O:7])([CH3:4])([CH3:3])[CH3:2].[OH-].[Na+].[Cl-].[NH4+]>CO.O>[C:1]([O:5][C:6]([NH:8][CH2:9][CH2:10][NH:11][C:12]1[C:17]([C:18]([OH:20])=[O:19])=[CH:16][N:15]=[C:14]2[N:23]([CH3:27])[N:24]=[C:25]([CH3:26])[C:13]=12)=[O:7])([CH3:4])([CH3:3])[CH3:2] |f:1.2,3.4|. The reactants are [Cl-].[NH4+] (ammonium chloride), C(C)(C)(C)OC(=O)NCCNC1=C2C(=NC=C1C(=O)OCC)N(N=C2C)C (ethyl 4-[2-(tert-butoxycarbonylamino)ethylamino]-1,3-dimethyl-pyrazolo[3,4-b]pyridine-5-carboxylate), [OH-].[Na+] (sodium hydroxide). Yields the product C(C)(C)(C)OC(=O)NCCNC1=C2C(=NC=C1C(=O)O)N(N=C2C)C (4-[2-(tert-Butoxycarbonylamino)ethylamino]-1,3-dimethyl-pyrazolo[3,4-b]pyridine-5-carboxylic acid). Starting materials: ClC1=C(C(C#N)NC(C2=CC=CC=C2)C2=CC=CC=C2)C=CC=C1 (N-(2-chloro-a-cyanobenzyl)benzhydrylamine), C([O-])([O-])=O.[K+].[K+] (potassium carbonate), [OH-].[K+] (potassium hydroxide). The solvent is Cl (hydrochloric acid). Yields the product C1=CC=C(C(=C1)[C@@H](C(=O)O)N)Cl (L-2-chlorophenylglycine). Reaction SMILES: [Cl:1][C:2]1[CH:24]=[CH:23][CH:22]=[CH:21][C:3]=1[CH:4]([NH:7]C(C1C=CC=CC=1)C1C=CC=CC=1)C#N.[C:25](=[O:28])([O-])[O-:26].[K+].[K+].[OH-].[K+]>Cl>[CH:22]1[CH:21]=[C:3]([C@H:4]([NH2:7])[C:25]([OH:26])=[O:28])[C:2]([Cl:1])=[CH:24][CH:23]=1 |f:1.2.3,4.5|. Procedure details: The above product was dissolved in aqueous hydrochloric acid (6N, 10 ml) and heated at 70° C. for six hours (until exhaustion of the nitrile). The reaction mixture was cooled to room temperature, made basic (pH >10) by addition of solid potassium carbonate, then with aqueous potassium hydroxide (2M, ca. 5 ml). Washing with ether (3×30 mL), followed by titration to pH 6.5 and concentration of the aqueous phase afforded, upon cooling, a white solid, which was recrystallized to afford a near quanti... Starting materials: CC1=C[C@H]2[C@@H]3CC[C@H](C(C)=O)[C@]3(CC([C@@H]2[C@]2(CCC(C=C12)=O)C)=O)C (6-Methylpregna-4,6-diene-3,11,20-trione). Reagents/catalysts: [Pd] (palladium on charcoal). Run in C(C)(=O)OCC (ethyl acetate). Product: C[C@@H]1C[C@H]2[C@@H]3CC[C@H](C(C)=O)[C@]3(CC([C@@H]2[C@]2(CCC(C[C@H]12)=O)C)=O)C (6β-Methyl-5α-pregnane-3,11,20-trione). Isolated yield 41.9%. Reaction SMILES: [CH3:1][C:2]1[C:21]2[C@:16]([CH3:23])([CH2:17][CH2:18][C:19](=[O:22])[CH:20]=2)[C@@H:15]2[C@H:4]([C@H:5]3[C@:12]([CH3:25])([CH2:13][C:14]2=[O:24])[C@@H:8]([C:9](=[O:11])[CH3:10])[CH2:7][CH2:6]3)[CH:3]=1>C(OCC)(=O)C.[Pd]>[CH3:1][C@H:2]1[C@@H:21]2[C@:16]([CH3:23])([CH2:17][CH2:18][C:19](=[O:22])[CH2:20]2)[C@@H:15]2[C@H:4]([C@H:5]3[C@:12]([CH3:25])([CH2:13][C:14]2=[O:24])[C@@H:8]([C:9](=[O:11])[CH3:10])[CH2:7][CH2:6]3)[CH2:3]1. Procedure: 6-Methylpregna-4,6-diene-3,11,20-trione (1.7 g) in ethyl acetate (100 ml) was hydrogenated at atmospheric pressure using 10% palladium on charcoal (500 mg) as catalyst. The catalyst was filtered off and the filtrate evaporated. Crystallisation of the residue from acetonepetroleum ether (b.p. 60°-80°) gave the title compound (720 mg), m.p. 174°-176°, [α]D +106°. Reactants: O (water), CC1(OCC(O1)C(=O)NC=1C(=C(C(=C(C(=O)NCC(COC(C)=O)OC(C)=O)C1I)I)COC(C)=O)I)C (5-(2,2-Dimethyl-1,3-dioxolane-4-carboxamido)-3-acetoxymethyl-N-(2,3-diacetoxypropyl)-2,4,6-triiodobenzamide), C(C)(=O)OCCBr (2-Bromoethyl acetate), C([O-])([O-])=O (carbonate). Run in CS(=O)C (dimethylsulfoxide). Reaction conditions: temperature 45 celsius, time 17 hour. The product is C(C)(=O)OCCN(C(=O)C1OC(OC1)(C)C)C=1C(=C(C(=C(C(=O)NCC(COC(C)=O)OC(C)=O)C1I)I)COC(C)=O)I (5-[N′-(2-Acetoxyethyl)-2,2-dimethyl-1,3-dioxolane-4-carboxamido]-3-acetoxymethyl-N-(2,3-diacetoxypropyl)-2,4,6-triiodobenzamide). As a reaction SMILES: [CH3:1][C:2]1([CH3:38])[O:6][CH:5]([C:7]([NH:9][C:10]2[C:11]([I:37])=[C:12]([CH2:32][O:33][C:34](=[O:36])[CH3:35])[C:13]([I:31])=[C:14]([C:29]=2[I:30])[C:15]([NH:17][CH2:18][CH:19]([O:25][C:26](=[O:28])[CH3:27])[CH2:20][O:21][C:22](=[O:24])[CH3:23])=[O:16])=[O:8])[CH2:4][O:3]1.C(=O)([O-])[O-].[C:43]([O:46][CH2:47][CH2:48]Br)(=[O:45])[CH3:44].O>CS(C)=O>[C:43]([O:46][CH2:47][CH2:48][N:9]([C:10]1[C:11]([I:37])=[C:12]([CH2:32][O:33][C:34](=[O:36])[CH3:35])[C:13]([I:31])=[C:14]([C:29]=1[I:30])[C:15]([NH:17][CH2:18][CH:19]([O:25][C:26](=[O:28])[CH3:27])[CH2:20][O:21][C:22](=[O:24])[CH3:23])=[O:16])[C:7]([CH:5]1[CH2:4][O:3][C:2]([CH3:38])([CH3:1])[O:6]1)=[O:8])(=[O:45])[CH3:44]. Reported procedure: 5-(2,2-Dimethyl-1,3-dioxolane-4-carboxamido)-3-acetoxymethyl-N-(2,3-diacetoxypropyl)-2,4,6-triiodobenzamide (0.44 g, 0.50 mmol) was dissolved in dimethylsulfoxide (3 ml) and cesmium carbonate (0.33 g, 1.0 mmol) was added. 2-Bromoethyl acetate (0.25 g, 2.5 mmol) was added dropwise. The mixture was stirred at 45° C. for 17 h then added slowly into water (50 ml). A precipitate was formed, filtered off and the filtercake was dissolved in chloroform (60 ml). The organic phase was washed with water (2... The reactants are C([O-])([O-])=O (carbonate), C(C)(C)N(CC)C(C)C (di-isopropyl ethyl amine), N[C@@H](C(C)(C)C)C(=O)O (L-tert-leucine), Cl (hydrochloric acid), aqueous solution, C1(=CC=CC=C1)C (toluene). Run at temperature 45 celsius, time 6 hour. Yields the product C1(=CC=CC=C1)[C@H](C)N.C(C=C)[C@H]1[C@@H](C1)OC(=O)N[C@H](C(=O)O)C(C)(C)C ((S)-2-((((1R,2R)-2-allylcyclopropoxy)carbonyl)amino)-3,3-dimethylbutanoic acid (S)-1-Phenylethan-1-amine Salt). Reaction SMILES: [C:1](=[O:4])([O-:3])[O-].C([N:8]([CH:11]([CH3:13])[CH3:12])CC)(C)C.[NH2:14][C@H:15]([C:20]([OH:22])=[O:21])[C:16]([CH3:19])([CH3:18])[CH3:17].Cl.[C:24]1([CH3:30])[CH:29]=[CH:28][CH:27]=[CH:26][CH:25]=1>>[C:13]1([C@@H:11]([NH2:8])[CH3:12])[CH:28]=[CH:29][CH:24]=[CH:25][CH:26]=1.[CH2:29]([C@@H:28]1[CH2:27][C@H:26]1[O:3][C:1]([NH:14][C@@H:15]([C:16]([CH3:19])([CH3:18])[CH3:17])[C:20]([OH:22])=[O:21])=[O:4])[CH:24]=[CH2:30] |f:5.6|. Procedure: To a reaction vessel was charged a toluene solution of carbonate O (the amount of solution charged was determined by obtaining a wt % by 1H NMR of the carbonate in solution and then charging the amount necessary to have 9.9 g, 41.4 mmol of carbonate O in the reaction.). Additional toluene was charged to the reaction to bring the final reaction volume up to 60 mL. To this solution was charged di-isopropyl ethyl amine (10.7 g, 82.8 mmol) and L-tert-leucine (6.0 g, 45.52 mmol). The reaction mixture... Starting materials: CCOC(=O)N1C(=O)c2ccccc2C1=O, CCCC(CCC)C(N)c1ccc(OC)c(OC)c1, CC#N, [Na+], [Na+], O=C([O-])[O-], O. Yields the product CCCC(CCC)C(c1ccc(OC)c(OC)c1)N1C(=O)c2ccccc2C1=O. RXN SMILES: [C:26]([N:27]1[C:32](=[O:41])[c:33]2[c:34]([cH:37][cH:38][cH:39][cH:40]2)[C:35]1=[O:36])([O:28][CH2:29][CH3:30])=[O:31].[CH3:1][O:2][c:3]1[cH:4][c:5]([CH:11]([CH:12]([CH2:13][CH2:14][CH3:15])[CH2:16][CH2:17][CH3:18])[NH2:19])[cH:6][cH:7][c:8]1[O:9][CH3:10].[CH3:43][C:44]#[N:45].[Na+:20].[Na+:21].[O-:22][C:23](=[O:24])[O-:25].[OH2:42]>>[CH3:1][O:2][c:3]1[cH:4][c:5]([CH:11]([CH:12]([CH2:13][CH2:14][CH3:15])[CH2:16][CH2:17][CH3:18])[N:19]2[C:32](=[O:41])[c:33]3[c:34]([cH:37][cH:38][cH:39][cH:40]3)[C:35]2=[O:36])[cH:6][cH:7][c:8]1[O:9][CH3:10].